This data is from the Open Reaction Database (ORD), a public repository of structured organic reaction records. The task is: describe an organic reaction: reactants, conditions, products, and yield Reactants: Fc1ccc(Br)cc1, C1COC1, C1CCOC1, [Cl-], I, [Mg], [NH4+]. The product is OCCCc1ccc(F)cc1. Reaction SMILES: [Br:1][c:2]1[cH:3][cH:4][c:5]([F:8])[cH:6][cH:7]1.[CH2:11]1[CH2:12][O:13][CH2:14]1.[CH2:17]1[O:18][CH2:19][CH2:20][CH2:21]1.[Cl-:15].[I:10].[Mg:9].[NH4+:16]>>[c:2]1([CH2:14][CH2:11][CH2:12][OH:13])[cH:3][cH:4][c:5]([F:8])[cH:6][cH:7]1. Reactants: ClC=1C(=C(CC(C(F)(F)F)(CC(C)(C)C2=CC=CC=3CCOC32)O)C=C(C1)C(F)(F)F)F (2-(3-chloro-2-fluoro-5-trifluoromethylbenzyl)-4-(2,3-dihydrobenzofuran-7-yl)-1,1,1-trifluoro-4-methylpentan-2-ol), ClC=1C(C(=C(C(C1Cl)=O)C#N)C#N)=O (2,3-dichloro-5,6-dicyano-1,4-benzoquinone), C1(=CC=CC=C1)C (toluene). Solvent: CCOC(=O)C (EtOAc), [OH-].[Na+] (sodium hydroxide). Reaction conditions: time 8 hour. Product: O1C=CC=C2C1=C(C=C2)C(C(C(F)(F)F)(O)CC2=C(C(=CC(=C2)C(F)(F)F)Cl)F)C(C)C (4-benzofuran-7-yl-2-(3-chloro-2-fluoro-5-trifluoromethylbenzyl)-1,1,1-trifluoro-4-methylpentan-2-ol). Isolated yield 50.0%. Reaction SMILES: [Cl:1][C:2]1[C:3]([F:32])=[C:4]([CH:25]=[C:26]([C:28]([F:31])([F:30])[F:29])[CH:27]=1)[CH2:5][C:6]([OH:24])([CH2:11][C:12](C1C2OCCC=2C=CC=1)([CH3:14])[CH3:13])[C:7]([F:10])([F:9])[F:8].Cl[C:34]1[C:35](=[O:46])[C:36]([C:44]#N)=[C:37](C#N)[C:38](=O)[C:39]=1Cl.[C:47]1(C)C=CC=CC=1>CCOC(C)=O.[OH-].[Na+]>[O:46]1[C:35]2=[C:34]([CH:11]([CH:12]([CH3:13])[CH3:14])[C:6]([CH2:5][C:4]3[CH:25]=[C:26]([C:28]([F:29])([F:31])[F:30])[CH:27]=[C:2]([Cl:1])[C:3]=3[F:32])([OH:24])[C:7]([F:8])([F:10])[F:9])[CH:47]=[CH:44][C:36]2=[CH:37][CH:38]=[CH:39]1 |f:4.5|. Procedure details: A mixture of 20.0 mg (0.041 mmol) of 2-(3-chloro-2-fluoro-5-trifluoromethylbenzyl)-4-(2,3-dihydrobenzofuran-7-yl)-1,1,1-trifluoro-4-methylpentan-2-ol and 42.0 mg (0.185 mmol) of 2,3-dichloro-5,6-dicyano-1,4-benzoquinone (DDQ) in 4 mL of toluene was warmed at reflux for 18 hours. The solvent was lost overnight and the oil bath temperature was 145° C. The residue was diluted with 10 mL of EtOAc and 1 N aqueous sodium hydroxide, treated with decolorizing carbon, and filtered through diatomaceous ea... Reactants: Br[Mg]c1ccccc1, CCOCC, N#CC1CCCCCC1, Cl, O=S(=O)(O)O. Yields the product O=C(c1ccccc1)C1CCCCCC1. Reaction SMILES: [Br:1][Mg:2][c:3]1[cH:4][cH:5][cH:6][cH:7][cH:8]1.[CH3:24][CH2:25][O:26][CH2:27][CH3:28].[CH:9]1([C:16]#[N:17])[CH2:10][CH2:11][CH2:12][CH2:13][CH2:14][CH2:15]1.[ClH:18].[S:19]([OH:20])(=[O:21])(=[O:22])[OH:23]>>[c:3]1([C:16]([CH:9]2[CH2:10][CH2:11][CH2:12][CH2:13][CH2:14][CH2:15]2)=[O:20])[cH:4][cH:5][cH:6][cH:7][cH:8]1. Starting materials: CCC(C)N1CCN(C(=O)OC(C)(C)C)C(C(=O)N2CCN(C(=O)Nc3ccc(Cl)c(Cl)c3)CC2)C1, ClCCl, O=C(O)C(F)(F)F. Product: CCC(C)N1CCNC(C(=O)N2CCN(C(=O)Nc3ccc(Cl)c(Cl)c3)CC2)C1. RXN SMILES: [CH:1]([CH3:2])([CH2:3][CH3:4])[N:5]1[CH2:6][CH:7]([C:18](=[O:19])[N:20]2[CH2:21][CH2:22][N:23]([C:26](=[O:27])[NH:28][c:29]3[cH:30][c:31]([Cl:36])[c:32]([Cl:35])[cH:33][cH:34]3)[CH2:24][CH2:25]2)[N:8]([C:11]([O:12][C:13]([CH3:14])([CH3:15])[CH3:16])=[O:17])[CH2:9][CH2:10]1.[Cl:44][CH2:45][Cl:46].[OH:37][C:38]([C:39]([F:40])([F:41])[F:42])=[O:43]>>[CH:1]([CH3:2])([CH2:3][CH3:4])[N:5]1[CH2:6][CH:7]([C:18](=[O:19])[N:20]2[CH2:21][CH2:22][N:23]([C:26](=[O:27])[NH:28][c:29]3[cH:30][c:31]([Cl:36])[c:32]([Cl:35])[cH:33][cH:34]3)[CH2:24][CH2:25]2)[NH:8][CH2:9][CH2:10]1. The reactants are S(O)(O)(=O)=O (sulphuric acid), C(C)(=O)C(C(=O)OC)C(C)C1=CC=CC=C1 (methyl 2-acetyl-3-phenylbutyrate). Reaction conditions: time 5 hour. The product is CC1C(=C(C2=CC=CC=C12)C)C(=O)O (1,3-Dimethyl-1H-indene-2-carboxylic acid). Reaction SMILES: S(=O)(=O)(O)O.[C:6]([CH:9]([CH:14]([C:16]1[CH:21]=[CH:20][CH:19]=[CH:18][CH:17]=1)[CH3:15])[C:10]([O:12]C)=[O:11])(=O)[CH3:7]>>[CH3:7][CH:6]1[C:21]2[C:16](=[CH:17][CH:18]=[CH:19][CH:20]=2)[C:14]([CH3:15])=[C:9]1[C:10]([OH:12])=[O:11]. Reported procedure: Concentrated sulphuric acid (15 ml) is added to methyl 2-acetyl-3-phenylbutyrate (2.75 g, 12.5 mmol) maintaining the temperature below 30° C. The reaction is stirred at ambient temperature for 5 hours, poured on to ice and extracted with EtOAc. The combined organic extracts are evaporated and the residue is diluted with water and the pH adjusted to 8 with saturated NaHCO3. After washing with EtOAc, the aqueous phase is acidified with concentrated HCl and extracted with EtOAc. The combined organi... Starting materials: C(C)C1=C(C=C(C(=O)O)C=C1)OCCCOC (4-ethyl-3-(3-methoxy-propoxy)-benzoic acid), B(Br)(Br)Br (BBr3), ice water. Run in C(Cl)Cl (CH2Cl2). Conditions: time 3 hour. Yields the product C(C)C1=C(C=C(C(=O)O)C=C1)O (4-Ethyl-3-hydroxy-benzoic acid). As a reaction SMILES: [CH2:1]([C:3]1[CH:11]=[CH:10][C:6]([C:7]([OH:9])=[O:8])=[CH:5][C:4]=1[O:12]CCCOC)[CH3:2].B(Br)(Br)Br>C(Cl)Cl>[CH2:1]([C:3]1[CH:11]=[CH:10][C:6]([C:7]([OH:9])=[O:8])=[CH:5][C:4]=1[OH:12])[CH3:2]. Procedure: To a solution of 4-ethyl-3-(3-methoxy-propoxy)-benzoic acid (6.44 g, 27.03 mmol) in CH2Cl2 (150 mL) at −78° C. is slowly added BBr3 (9 mL, 93.41 mmol). The reaction mixture is allowed to reach RT and stirred for 3 hours, then poured into ice/water and filtrated to afford the title product as a white solid. TLC, Rf (CH2Cl2/MeOH 95:5)=0.2. Starting materials: OC(C1CCN(CC1)C(=O)OC(C)(C)C)C1=NC=CC=C1 (tert-Butyl 4-(hydroxy(pyridin-2-yl)methyl)piperidine-1-carboxylate), TEA, CS(=O)(=O)Cl (Methanesulfonyl chloride). Solvent: O (Water). Run at temperature 0 celsius, time 18 hour. Yields the product CS(=O)(=O)OC(C1CCN(CC1)C(=O)OC(C)(C)C)C1=NC=CC=C1 (tert-butyl 4-((methylsulfonyloxy)(pyridin-2-yl)methyl)piperidine-1-carboxylate). Yield: 97.5%. RXN SMILES: [OH:1][CH:2]([C:16]1[CH:21]=[CH:20][CH:19]=[CH:18][N:17]=1)[CH:3]1[CH2:8][CH2:7][N:6]([C:9]([O:11][C:12]([CH3:15])([CH3:14])[CH3:13])=[O:10])[CH2:5][CH2:4]1.[CH3:22][S:23](Cl)(=[O:25])=[O:24]>O>[CH3:22][S:23]([O:1][CH:2]([C:16]1[CH:21]=[CH:20][CH:19]=[CH:18][N:17]=1)[CH:3]1[CH2:4][CH2:5][N:6]([C:9]([O:11][C:12]([CH3:14])([CH3:15])[CH3:13])=[O:10])[CH2:7][CH2:8]1)(=[O:25])=[O:24]. Procedure: tert-Butyl 4-(hydroxy(pyridin-2-yl)methyl)piperidine-1-carboxylate (Prepared in Example 124; 8.00 g, 27.4 mmol) and TEA (11.4 ml, 82.1 mmol) were combined and cooled to 0° C. Methanesulfonyl chloride (2.65 ml, 34.2 mmol) was added and the reaction mixture was stirred at ambient temperature for 18 hours. Water was added and the reaction mixture was extracted with dichloromethane. The organic layer was dried, filtered, and concentrated to give tert-butyl 4-((methylsulfonyloxy)(pyridin-2-yl)methyl)... Starting materials: O[C@H]1COCC1 ((R)-(−)-3-hydroxy-tetrahydrofuran), [H-].[Na+] (NaH), ClC=1C2=C(N=C(N1)NC(C)=O)C=CC(=N2)Cl (N-(4,6-dichloro-pyrido[3,2-d]pyrimidin-2-yl)-acetamide). Solvent: C1CCOC1 (THF), C1CCOC1 (THF). Run at time 1 hour. Yields the product ClC=1C=CC=2N=C(N=C(C2N1)OC1COCC1)N (6-chloro-4-(tetrahydro-furan-3-yloxy)-pyrido[3,2-d]pyrimidin-2-ylamine). Yield: 51.0%. RXN SMILES: [OH:1][C@@H:2]1[CH2:6][CH2:5][O:4][CH2:3]1.[H-].[Na+].Cl[C:10]1[C:11]2[N:23]=[C:22]([Cl:24])[CH:21]=[CH:20][C:12]=2[N:13]=[C:14]([NH:16]C(=O)C)[N:15]=1>C1COCC1>[Cl:24][C:22]1[CH:21]=[CH:20][C:12]2[N:13]=[C:14]([NH2:16])[N:15]=[C:10]([O:1][CH:2]3[CH2:6][CH2:5][O:4][CH2:3]3)[C:11]=2[N:23]=1 |f:1.2|. Procedure details: (R)-(−)-3-hydroxy-tetrahydrofuran (0.62 mL) was added to a suspension of NaH (0.31 g, 7.7 mmol) in THF (15 mL). After stirring for 1 hour, the resulting mixture was added to a suspension of N-(4,6-dichloro-pyrido[3,2-d]pyrimidin-2-yl)-acetamide (0.9 g, 3.5 mmol) in THF (15 mL). The mixture was stirred at room temperature for 20 minutes, then diluted with EtOAC (100 mL) and washed with brine. The organic layer was dried over Na2SO4 and concentrated to afford 6-chloro-4-(tetrahydro-furan-3-yloxy)-...